This data is from the Open Reaction Database (ORD), a public repository of structured organic reaction records. The task is: describe an organic reaction: reactants, conditions, products, and yield Procedure: Titanium tetrachloride (0.1 dm3, 0.9 mole) in carbon tetrachloride (0.1 dm3) was added to stirred tetrahydrofuran (0.25 dm3) at 0° over 5 minutes. To the yellow solution a premix of 1,4-dichloro-3-buten-2-one (0.0556 kg, 0.4 mole) and dimethyl malonate (0.0528 kg, 0.4 mole) in tetrahydrofuran (0.2 dm3) was added dropwise over 10 minutes maintaining the temperature at 0°. A solution of pyridine (0.13 dm3, 1.6 moles) in tetrahydrofuran (0.1 dm3) was added to the above brown mixture dropwise over 3... The reagents and catalysts are [Ti](Cl)(Cl)(Cl)Cl (Titanium tetrachloride). Yields the product COC(C(=C(\C=C\Cl)CCl)C(=O)OC)=O ((E)-Methyl-2-carbomethoxy-5-chloro- 3-chloromethyl-2,4-pentadienoate). Reactants: ClCC(C=CCl)=O (1,4-dichloro-3-buten-2-one), C(CC(=O)OC)(=O)OC (dimethyl malonate), N1=CC=CC=C1 (pyridine), resultant mixture, O (water). As a reaction SMILES: [Cl:1][CH2:2][C:3](=O)[CH:4]=[CH:5][Cl:6].[C:8]([O:15][CH3:16])(=[O:14])[CH2:9][C:10]([O:12][CH3:13])=[O:11].N1C=CC=CC=1.O>C(Cl)(Cl)(Cl)Cl.O1CCCC1.[Ti](Cl)(Cl)(Cl)Cl>[CH3:13][O:12][C:10](=[O:11])[C:9]([C:8]([O:15][CH3:16])=[O:14])=[C:3]([CH2:2][Cl:1])/[CH:4]=[CH:5]/[Cl:6]. Solvent: O1CCCC1 (tetrahydrofuran), C(Cl)(Cl)(Cl)Cl (carbon tetrachloride), O1CCCC1 (tetrahydrofuran), O1CCCC1 (tetrahydrofuran).